Dataset: the Open Reaction Database (ORD), a public repository of structured organic reaction records. Task: describe an organic reaction: reactants, conditions, products, and yield Starting materials: C(C)(=O)O (acetic acid), C1(=CC=CC=C1)COC(NC1=CC(=C(C=C1)N1CCOCC1)F)=O ([3-fluoro-4(4-morpholinyl)phenyl]carbamic acid phenylmethyl ester), O1[C@H](C1)CNC(OC(C)(C)C)=O (tert-butyl (2S)oxiranylmethylcarbamate), CC(C)([O-])C.[Li+] (lithium t-butoxide). Run in C(Cl)Cl (methylene chloride), O (water), C1CCOC1 (THF), C1CCOC1 (THF). Conditions: time 2 day. Yields the product FC=1C=C(C=CC1N1CCOCC1)N1C(O[C@H](C1)CNC(OC(C)(C)C)=O)=O (tert-butyl {(5S)-3-[3-fluoro-4(4-morpholinyl)phenyl]-2-oxo-1,3-oxazolidin-5-yl}methylcarbamate). Reaction SMILES: [C:1]1([CH2:7][O:8][C:9](=[O:24])[NH:10][C:11]2[CH:16]=[CH:15][C:14]([N:17]3[CH2:22][CH2:21][O:20][CH2:19][CH2:18]3)=[C:13]([F:23])[CH:12]=2)C=CC=CC=1.O1C[C@@H]1C[NH:29][C:30](=[O:36])[O:31][C:32]([CH3:35])([CH3:34])[CH3:33].[CH3:37]C(C)([O-])C.[Li+].C(O)(=O)C>C1COCC1.O.C(Cl)Cl>[F:23][C:13]1[CH:12]=[C:11]([N:10]2[CH2:37][C@H:7]([CH2:1][NH:29][C:30](=[O:36])[O:31][C:32]([CH3:35])([CH3:34])[CH3:33])[O:8][C:9]2=[O:24])[CH:16]=[CH:15][C:14]=1[N:17]1[CH2:18][CH2:19][O:20][CH2:21][CH2:22]1 |f:2.3|. Reported procedure: To a slurry of [3-fluoro-4(4-morpholinyl)phenyl]carbamic acid phenylmethyl ester (Example 1) (1.0039 g, 3.039 mmol) and tert-butyl (2S)oxiranylmethylcarbamate (Example 5) (0.653 g, 3.77 mmol, 1.24 eq) in THF (1.5 ml) at 0° C. was added a solution of lithium t-butoxide in THF (18.07 wt %, 1.735 g, 3.92 mmol, 1.29 eq). After standing 2 days at 20–25° C., methylene chloride (5.0 ml), then acetic acid (0.35 ml, 6.11 mmol, 2.01 eq) followed by water (3.5 ml) was added. The phases were separated and t...